Dataset: the Open Reaction Database (ORD), a public repository of structured organic reaction records. Task: describe an organic reaction: reactants, conditions, products, and yield The reactants are CC(=O)O, CN(C)C=O, CC(=O)OC(C)=O, CN(C)c1ccncc1, CO, O, COC(=O)c1ccc2cc(O)c(C(=O)OC)cc2c1. The product is COC(=O)c1ccc2cc(OC(C)=O)c(C(=O)OC)cc2c1. RXN SMILES: [CH3:20][C:21]([OH:22])=[O:23].[CH3:24][N:25]([CH3:26])[CH:27]=[O:28].[CH3:30][C:31]([O:32][C:33](=[O:34])[CH3:35])=[O:36].[CH3:37][N:38]([CH3:39])[c:40]1[cH:41][cH:42][n:43][cH:44][cH:45]1.[CH3:46][OH:47].[OH2:29].[OH:1][c:2]1[cH:3][c:4]2[cH:5][cH:6][c:7]([C:16](=[O:17])[O:18][CH3:19])[cH:8][c:9]2[cH:10][c:11]1[C:12](=[O:13])[O:14][CH3:15]>>[O:1]([c:2]1[cH:3][c:4]2[cH:5][cH:6][c:7]([C:16](=[O:17])[O:18][CH3:19])[cH:8][c:9]2[cH:10][c:11]1[C:12](=[O:13])[O:14][CH3:15])[C:21]([CH3:20])=[O:22]. The reactants are CSc1nnc(C(C)NC(=O)CC(C)C)c(=O)[nH]1, CCOC(C)=O, CC(C)CC(=O)NC(C)c1nnc(S)[nH]c1=O. Product: CCCC(=O)NC(C)c1nnc(SC)[nH]c1=O. Reaction SMILES: [CH3:1][S:2][c:3]1[n:4][n:5][c:6]([CH:10]([CH3:11])[NH:12][C:13]([CH2:14][CH:15]([CH3:16])[CH3:17])=[O:18])[c:7](=[O:9])[nH:8]1.[CH3:36][CH2:37][O:38][C:39](=[O:40])[CH3:41].[SH:19][c:20]1[nH:21][c:22](=[O:23])[c:24]([CH:25]([NH:26][C:27](=[O:28])[CH2:29][CH:30]([CH3:31])[CH3:32])[CH3:33])[n:34][n:35]1>>[CH3:1][S:2][c:3]1[n:4][n:5][c:6]([CH:10]([CH3:11])[NH:12][C:13]([CH2:14][CH2:15][CH3:16])=[O:18])[c:7](=[O:9])[nH:8]1. The reactants are C(C)(C)N1CCCC1 (N-isopropylpyrrolidine), C(C)OCCl (chloromethyl ethyl ether). Solvent: CC(CC)=O (2-butanone). Reaction conditions: time 10 hour. Yields the product [Cl-].C(C)OC[N+]1(CCCC1)C(C)C (N-Ethoxymethyl-N-Isopropylpyrrolidinium Chloride). RXN SMILES: [CH:1]([N:4]1[CH2:8][CH2:7][CH2:6][CH2:5]1)([CH3:3])[CH3:2].[CH2:9]([O:11][CH2:12][Cl:13])[CH3:10]>CC(=O)CC>[Cl-:13].[CH2:9]([O:11][CH2:12][N+:4]1([CH:1]([CH3:3])[CH3:2])[CH2:8][CH2:7][CH2:6][CH2:5]1)[CH3:10] |f:3.4|. Procedure: A 40.09 g quantity of N-isopropylpyrrolidine was dissolved in 361 g of dehydrated 2-butanone (reagent, product of Wako Pure Chemical Ind. Ltd.), followed by replacement with nitrogen. To the solution was added dropwise 33.54 g of chloromethyl ethyl ether (reagent, product of Tokyo Kasei Co., Ltd. as purified by distillation) at 5° C. over a period of 0.5 hour. The mixture was thereafter heated to a gradually elevated temperature and stirred at room temperature for 10 hours, whereby the reaction ... Reactants: CCc1cc2cc(OC)ccc2c(O)c1-c1ccccc1, O=Cc1ccc(F)cc1, [H-], [Na+], CN(C)C=O, O. The product is CCc1cc2cc(OC)ccc2c(Oc2ccc(C=O)cc2)c1-c1ccccc1. Reaction SMILES: [CH2:3]([CH3:4])[c:5]1[c:6](-[c:18]2[cH:19][cH:20][cH:21][cH:22][cH:23]2)[c:7]([OH:17])[c:8]2[cH:9][cH:10][c:11]([O:15][CH3:16])[cH:12][c:13]2[cH:14]1.[F:24][c:25]1[cH:26][cH:27][c:28]([CH:29]=[O:30])[cH:31][cH:32]1.[H-:2].[Na+:1].[O:34]=[CH:35][N:36]([CH3:37])[CH3:38].[OH2:33]>>[CH2:3]([CH3:4])[c:5]1[c:6](-[c:18]2[cH:19][cH:20][cH:21][cH:22][cH:23]2)[c:7]([O:17][c:25]2[cH:26][cH:27][c:28]([CH:29]=[O:30])[cH:31][cH:32]2)[c:8]2[cH:9][cH:10][c:11]([O:15][CH3:16])[cH:12][c:13]2[cH:14]1. The reactants are CCOC(=O)COc1ccc(B(O)O)cc1, C1COCCO1, [F-], [K+], O, Nc1ncc(Br)cc1-c1nc2ccccc2s1. Yields the product CCOC(=O)COc1ccc(-c2cnc(N)c(-c3nc4ccccc4s3)c2)cc1. As a reaction SMILES: [CH2:18]([CH3:19])[O:20][C:21]([CH2:22][O:23][c:24]1[cH:25][cH:26][c:27]([B:30]([OH:31])[OH:32])[cH:28][cH:29]1)=[O:33].[CH2:36]1[O:37][CH2:38][CH2:39][O:40][CH2:41]1.[F-:34].[K+:35].[OH2:42].[s:1]1[c:2](-[c:10]2[c:11]([NH2:17])[n:12][cH:13][c:14]([Br:16])[cH:15]2)[n:3][c:4]2[c:5]1[cH:6][cH:7][cH:8][cH:9]2>>[s:1]1[c:2](-[c:10]2[c:11]([NH2:17])[n:12][cH:13][c:14](-[c:27]3[cH:26][cH:25][c:24]([O:23][CH2:22][C:21]([O:20][CH2:18][CH3:19])=[O:33])[cH:29][cH:28]3)[cH:15]2)[n:3][c:4]2[c:5]1[cH:6][cH:7][cH:8][cH:9]2.